This data is from the Open Reaction Database (ORD), a public repository of structured organic reaction records. The task is: describe an organic reaction: reactants, conditions, products, and yield Reactants: CCOCC, CC(=O)OC(C)=O, CCCCCC, CCCCCC, C[Si](C)(C)c1cc(C(O)CCCCCCCCc2cccs2)co1, c1ccncc1. Yields the product CC(=O)OC(CCCCCCCCc1cccs1)c1coc([Si](C)(C)C)c1. RXN SMILES: [CH2:50]([O:51][CH2:52][CH3:53])[CH3:54].[CH3:25][C:26](=[O:27])[O:28][C:29](=[O:30])[CH3:31].[CH3:38][CH2:39][CH2:40][CH2:41][CH2:42][CH3:43].[CH3:44][CH2:45][CH2:46][CH2:47][CH2:48][CH3:49].[OH:1][CH:2]([CH2:3][CH2:4][CH2:5][CH2:6][CH2:7][CH2:8][CH2:9][CH2:10][c:11]1[s:12][cH:13][cH:14][cH:15]1)[c:16]1[cH:17][c:18]([Si:21]([CH3:22])([CH3:23])[CH3:24])[o:19][cH:20]1.[cH:32]1[cH:33][cH:34][n:35][cH:36][cH:37]1>>[O:1]([CH:2]([CH2:3][CH2:4][CH2:5][CH2:6][CH2:7][CH2:8][CH2:9][CH2:10][c:11]1[s:12][cH:13][cH:14][cH:15]1)[c:16]1[cH:17][c:18]([Si:21]([CH3:22])([CH3:23])[CH3:24])[o:19][cH:20]1)[C:26]([CH3:25])=[O:27]. Product: FC=1C=C(C=CC1)C(=O)C=1N=CN(C1)C=1C=C(C=CC1)C1=C(C=CC=C1)OC(F)(F)F ((3-Fluoro-phenyl)-[1-(2′-trifluoromethoxy-biphenyl-3-yl)-1H-imidazol-4-yl]-methanone). Reaction SMILES: CON(C)[C:4]([C:6]1[N:7]=[CH:8][N:9]([C:11]2[CH:12]=[C:13]([C:17]3[CH:22]=[CH:21][CH:20]=[CH:19][C:18]=3[O:23][C:24]([F:27])([F:26])[F:25])[CH:14]=[CH:15][CH:16]=2)[CH:10]=1)=[O:5].Br[C:30]1[CH:35]=[CH:34][CH:33]=[C:32]([F:36])[CH:31]=1>>[F:36][C:32]1[CH:31]=[C:30]([C:4]([C:6]2[N:7]=[CH:8][N:9]([C:11]3[CH:12]=[C:13]([C:17]4[CH:22]=[CH:21][CH:20]=[CH:19][C:18]=4[O:23][C:24]([F:26])([F:27])[F:25])[CH:14]=[CH:15][CH:16]=3)[CH:10]=2)=[O:5])[CH:35]=[CH:34][CH:33]=1. Starting materials: CON(C(=O)C=1N=CN(C1)C=1C=C(C=CC1)C1=C(C=CC=C1)OC(F)(F)F)C (1-(2′-Trifluoromethoxy-biphenyl-3-yl)-1H-imidazole-4-carboxylic acid methoxy-methyl-amide), BrC1=CC(=CC=C1)F (1-bromo-3-fluorobenzene). Procedure: This compound is prepared by method C using compound 12f and 1-bromo-3-fluorobenzene The reactants are ClC=1C(=CC2=C(NC(=N2)S(=O)(=O)C)C1)I (6-chloro-5-iodo-2-(methylsulfonyl)-1H-benzimidazole), C(=O)([O-])[O-].[K+].[K+] (K2CO3), CN1C=CC2=CC(=CC=C12)B(O)O (1-methyl-5-indoleboronic acid). Reagents/catalysts: C1=CC=C(C=C1)P([C-]2C=CC=C2)C3=CC=CC=C3.C1=CC=C(C=C1)P([C-]2C=CC=C2)C3=CC=CC=C3.Cl[Pd]Cl.[Fe+2] (PdCl2(dppf)). Solvent: C1(=CC=CC=C1)C (toluene), O (H2O), CCOC(=O)C (EtOAc). Conditions: time 7 minute. Product: ClC=1C(=CC2=C(NC(=N2)S(=O)(=O)C)C1)C=1C=C2C=CN(C2=CC1)C (6-Chloro-2-methanesulfonyl-5-(1-methyl-1H-indol-5-yl)-1H-benzoimidazole). RXN SMILES: [Cl:1][C:2]1[C:3](I)=[CH:4][C:5]2[N:9]=[C:8]([S:10]([CH3:13])(=[O:12])=[O:11])[NH:7][C:6]=2[CH:14]=1.C([O-])([O-])=O.[K+].[K+].[CH3:22][N:23]1[C:31]2[C:26](=[CH:27][C:28](B(O)O)=[CH:29][CH:30]=2)[CH:25]=[CH:24]1>C1(C)C=CC=CC=1.O.CCOC(C)=O.C1C=CC(P(C2C=CC=CC=2)[C-]2C=CC=C2)=CC=1.C1C=CC(P(C2C=CC=CC=2)[C-]2C=CC=C2)=CC=1.Cl[Pd]Cl.[Fe+2]>[Cl:1][C:2]1[C:3]([C:28]2[CH:27]=[C:26]3[C:31](=[CH:30][CH:29]=2)[N:23]([CH3:22])[CH:24]=[CH:25]3)=[CH:4][C:5]2[N:9]=[C:8]([S:10]([CH3:13])(=[O:12])=[O:11])[NH:7][C:6]=2[CH:14]=1 |f:1.2.3,8.9.10.11|. Procedure details: To a microwave reactor vial was added 6-chloro-5-iodo-2-(methylsulfonyl)-1H-benzimidazole 16-5 (2 g, 5.6 mmol), PdCl2(dppf) (205 mg, 8.4 mmol), K2CO3 (2.32 g 17 mmol), 1-methyl-5-indoleboronic acid (1.47 g, 8.4 mmol) in 20 mL of toluene and 6 mL H2O. The reaction was run in a microwave reactor for 7 min at 130° C. The reaction mixture was diluted with EtOAc (150 mL) and washed three times with 150 mL portions of saturated aqueous ammonium chloride. The combined organic layers were dried over MgS... The reactants are ClC=1C=C(C=CC1)C1=CC=C(C=C1)C[C@H](CC(C(=O)OCC)C)NC(C(=O)NN)=O ((45)-ethyl 5-(3′-chlorobiphenyl-4-yl)-4-(2-hydrazinyl-2-oxoacetamido)-2-methylpentanoate), intermediate 26, C1=CN(C=N1)C(=O)N2C=CN=C2 (CDI). The solvent is C1CCOC1 (THF). Run at time 18 hour. The product is ClC=1C=C(C=CC1)C1=CC=C(C=C1)C[C@H](C[C@H](C(=O)OCC)C)NC(=O)C=1OC(NN1)=O ((2R,4S)-ethyl 5-(3′-chlorobiphenyl-4-yl)-2-methyl-4-(5-oxo-4,5-dihydro-1,3,4-oxadiazole-2-carboxamido)pentanoate). Reaction SMILES: [Cl:1][C:2]1[CH:3]=[C:4]([C:8]2[CH:13]=[CH:12][C:11]([CH2:14][C@@H:15]([NH:24][C:25](=[O:30])[C:26]([NH:28][NH2:29])=[O:27])[CH2:16][CH:17]([CH3:23])[C:18]([O:20][CH2:21][CH3:22])=[O:19])=[CH:10][CH:9]=2)[CH:5]=[CH:6][CH:7]=1.C1N=CN([C:36](N2C=NC=C2)=[O:37])C=1>C1COCC1>[Cl:1][C:2]1[CH:3]=[C:4]([C:8]2[CH:13]=[CH:12][C:11]([CH2:14][C@@H:15]([NH:24][C:25]([C:26]3[O:27][C:36](=[O:37])[NH:29][N:28]=3)=[O:30])[CH2:16][C@@H:17]([CH3:23])[C:18]([O:20][CH2:21][CH3:22])=[O:19])=[CH:10][CH:9]=2)[CH:5]=[CH:6][CH:7]=1. Procedure: To a solution of (45)-ethyl 5-(3′-chlorobiphenyl-4-yl)-4-(2-hydrazinyl-2-oxoacetamido)-2-methylpentanoate, intermediate 26, (542 mg, 1.25 mmol) in THF (16 mL) is added CDI (244 mg, 1.50 mmol) at room temperature. After stirring for 18 hour at room temperature, the reaction is quenched with H2O and 1M HCl and diluted in EtOAc. The organic layer is washed with brine, dried over Na2SO4, filtered, and concentrated under reduced pressure. The obtained residue is purified by RP-HPLC (SunFire C18, H2O(... Reactants: OC(CCOC1=CC(=C(C(=C1)C)C1=CC(=CC=C1)COC1=CC=C(C=O)C=C1)C)(C)C (4-{[4′-(3-hydroxy-3-methylbutoxy)-2′,6′-dimethylbiphenyl-3-yl]methoxy}benzaldehyde), C(C)(=O)OC(C)=O (acetic anhydride), N1=CC=CC=C1 (pyridine). The reagents and catalysts are CN(C)C=1C=CN=CC1 (DMAP). Solvent: C(Cl)(Cl)Cl (chloroform). Reaction conditions: time 2 day. Product: C(C)(=O)OC(CCOC1=CC(=C(C(=C1)C)C1=CC(=CC=C1)COC1=CC=C(C=C1)C=O)C)(C)C (3-({3′-[(4-formylphenoxy)methyl]-2,6-dimethylbiphenyl-4-yl}oxy)-1,1-dimethylpropyl acetate). Reaction SMILES: [OH:1][C:2]([CH3:31])([CH3:30])[CH2:3][CH2:4][O:5][C:6]1[CH:11]=[C:10]([CH3:12])[C:9]([C:13]2[CH:18]=[CH:17][CH:16]=[C:15]([CH2:19][O:20][C:21]3[CH:28]=[CH:27][C:24]([CH:25]=[O:26])=[CH:23][CH:22]=3)[CH:14]=2)=[C:8]([CH3:29])[CH:7]=1.[C:32](OC(=O)C)(=[O:34])[CH3:33].N1C=CC=CC=1>CN(C1C=CN=CC=1)C.C(Cl)(Cl)Cl>[C:32]([O:1][C:2]([CH3:31])([CH3:30])[CH2:3][CH2:4][O:5][C:6]1[CH:7]=[C:8]([CH3:29])[C:9]([C:13]2[CH:18]=[CH:17][CH:16]=[C:15]([CH2:19][O:20][C:21]3[CH:22]=[CH:23][C:24]([CH:25]=[O:26])=[CH:27][CH:28]=3)[CH:14]=2)=[C:10]([CH3:12])[CH:11]=1)(=[O:34])[CH3:33]. Procedure: A mixture of 4-{[4′-(3-hydroxy-3-methylbutoxy)-2′,6′-dimethylbiphenyl-3-yl]methoxy}benzaldehyde, acetic anhydride, pyridine, DMAP and chloroform was stirred at room temperature for 2 days to obtain 3-({3′-[(4-formylphenoxy)methyl]-2,6-dimethylbiphenyl-4-yl}oxy)-1,1-dimethylpropyl acetate. The reactants are [BH3-]C#N, ClCCl, CO, COCCC(=O)CC(=O)OC, O=C[O-], Cl, [NH4+], [Na+]. Product: COCCC(N)CC(=O)OC. RXN SMILES: [C:18](#[N:19])[BH3-:20].[CH2:23]([Cl:24])[Cl:25].[CH3:12][OH:13].[CH3:1][O:2][C:3]([CH2:4][C:5]([CH2:6][CH2:7][O:8][CH3:9])=[O:10])=[O:11].[CH:14]([O-:15])=[O:16].[ClH:22].[NH4+:17].[Na+:21]>>[CH3:1][O:2][C:3]([CH2:4][CH:5]([CH2:6][CH2:7][O:8][CH3:9])[NH2:19])=[O:11]. As a reaction SMILES: C([O:9][CH2:10][CH2:11][C:12]1[N:13]=[C:14]([C:18]2[CH:23]=[CH:22][C:21]([F:24])=[CH:20][CH:19]=2)[O:15][C:16]=1[CH3:17])(=O)C1C=CC=CC=1.[OH-].[Na+]>C(O)C>[F:24][C:21]1[CH:20]=[CH:19][C:18]([C:14]2[O:15][C:16]([CH3:17])=[C:12]([CH2:11][CH2:10][OH:9])[N:13]=2)=[CH:23][CH:22]=1 |f:1.2|. Yields the product FC1=CC=C(C=C1)C=1OC(=C(N1)CCO)C (2-[2-(4-fluorophenyl)-5-methyloxazol-4-yl]ethanol). Procedure: The intermediate, 2-[2-(4-fluorophenyl)-5-methyloxazol-4-yl]ethyl benzoate (19.5 g, 60 mmol) was dissolved in 70 ml ethanol and stirred. 10% sodium hydroxide solution (NaOH: 4.8 g, 120 mmol) was slowly added dropwise, and the mixture was stirred overnight at room temperature. After the reaction was completed, the ethanol was concentrated, and the product was extracted with toluene, and then was washed with water and brine sequently, dried with anhydrous magnesium sulfate, and concentrated to obt... The reactants are C(C1=CC=CC=C1)(=O)OCCC=1N=C(OC1C)C1=CC=C(C=C1)F (2-[2-(4-fluorophenyl)-5-methyloxazol-4-yl]ethyl benzoate), [OH-].[Na+] (sodium hydroxide). Solvent: C(C)O (ethanol).